From a dataset of the Open Reaction Database (ORD), a public repository of structured organic reaction records. describe an organic reaction: reactants, conditions, products, and yield The reactants are [H-].C(C(C)C)[Al+]CC(C)C (diisobutylaluminium hydride), C1(=CC=CC=C1)C (toluene), Cl.COC(C(CCCN1CCC(=C(C1)C)C)(C)S(=O)(=O)C1=CC=CC=C1)=O (2-benzenesulfonyl-5-(4,5-dimethyl-3,6-dihydro-2H-pyridin-1-yl)-2-methyl-pentanoic acid methyl ester hydrochloride). The solvent is ClCCl (dichloromethane), ClCCl (dichloromethane). Run at time 30 minute. The product is C1(=CC=CC=C1)S(=O)(=O)C(CO)(CCCN1CCC(=C(C1)C)C)C (2-Benzenesulfonyl-5-(4,5-dimethyl-3,6-dihydro-2H-pyridin-1-yl)-2-methylpentan-1-ol). RXN SMILES: [H-].C([Al+]CC(C)C)C(C)C.C1(C)C=CC=CC=1.Cl.C[O:20][C:21](=O)[C:22]([S:35]([C:38]1[CH:43]=[CH:42][CH:41]=[CH:40][CH:39]=1)(=[O:37])=[O:36])([CH3:34])[CH2:23][CH2:24][CH2:25][N:26]1[CH2:31][C:30]([CH3:32])=[C:29]([CH3:33])[CH2:28][CH2:27]1>ClCCl>[C:38]1([S:35]([C:22]([CH3:34])([CH2:23][CH2:24][CH2:25][N:26]2[CH2:31][C:30]([CH3:32])=[C:29]([CH3:33])[CH2:28][CH2:27]2)[CH2:21][OH:20])(=[O:36])=[O:37])[CH:39]=[CH:40][CH:41]=[CH:42][CH:43]=1 |f:0.1,3.4|. Procedure: A solution of diisobutylaluminium hydride in toluene (1.0M, 6 ml, 0.6 mmol) was added to a stirred solution of 2-benzenesulfonyl-5-(4,5-dimethyl-3,6-dihydro-2H-pyridin-1-yl)-2-methyl-pentanoic acid methyl ester hydrochloride (60 mg, 0.15 mmol) in dichloromethane at 5° C. The mixture was stirred for 30 min., diluted with dichloromethane (15 ml) and quenched with water (3 drops). The resulting mixture was stirred for 30 min. and solid Na2SO4 was added. The mixture was filtered through a pad of Cel... Reactants: [OH-].[Li+] (Lithium hydroxide), C(C)(C)OC=1C=C(C(=O)NC2=CC(=C(C(=O)[O-])C=C2)F)C=C(C1OCC)OC(C)C (4-(3,5-diisopropoxy-4-ethoxybenzamido)-2-fluorobenzoate). Run in C1CCOC1 (THF). Reaction conditions: time 20 hour. The product is C(C)(C)OC=1C=C(C(=O)NC2=CC(=C(C(=O)O)C=C2)F)C=C(C1OCC)OC(C)C (4-(3,5-diisopropoxy-4-ethoxybenzamido)-2-fluorobenzoic acid). Isolated yield 56.7%. RXN SMILES: [OH-].[Li+].[CH:3]([O:6][C:7]1[CH:8]=[C:9]([CH:23]=[C:24]([O:29][CH:30]([CH3:32])[CH3:31])[C:25]=1[O:26][CH2:27][CH3:28])[C:10]([NH:12][C:13]1[CH:21]=[CH:20][C:16]([C:17]([O-:19])=[O:18])=[C:15]([F:22])[CH:14]=1)=[O:11])([CH3:5])[CH3:4]>C1COCC1>[CH:3]([O:6][C:7]1[CH:8]=[C:9]([CH:23]=[C:24]([O:29][CH:30]([CH3:31])[CH3:32])[C:25]=1[O:26][CH2:27][CH3:28])[C:10]([NH:12][C:13]1[CH:21]=[CH:20][C:16]([C:17]([OH:19])=[O:18])=[C:15]([F:22])[CH:14]=1)=[O:11])([CH3:5])[CH3:4] |f:0.1|. Reported procedure: 2 M Lithium hydroxide (554 μL, 1.11 mmol) was added to a solution of 4-(3,5-diisopropoxy-4-ethoxybenzamido)-2-fluorobenzoate (3) (320 mg, 0.740 mmol) in THF (5 mL) and the mixture was stirred at RT for 20 h. The mixture was partitioned between 1M HCl (5 mL) and DCM (10 mL) and the phases were separated. The organic solvent was removed in vacuo and the residue was purified by silica gel chromatography (40 g, 0-20% IPA in isohexane) to afford 4-(3,5-diisopropoxy-4-ethoxybenzamido)-2-fluorobenzoic ... The reactants are Cl.N1=C(C=CC=C1)CCOCCO (2-[2-(2-pyridinyl)ethoxy]ethanol hydrochloride), BrCCCCCCBr (1,6-dibromohexane), [OH-].[Na+] (sodium hydroxide). Solvent: O (water). Reaction conditions: time 5 hour. The product is BrCCCCCCOCCOCCC1=NC=CC=C1 (2-[2-[2-[(6-Bromohexyl)oxy]ethoxy]ethyl]pyridine). The yield is 64.5%. RXN SMILES: Cl.[N:2]1[CH:7]=[CH:6][CH:5]=[CH:4][C:3]=1[CH2:8][CH2:9][O:10][CH2:11][CH2:12][OH:13].[Br:14][CH2:15][CH2:16][CH2:17][CH2:18][CH2:19][CH2:20]Br.[OH-].[Na+]>O>[Br:14][CH2:15][CH2:16][CH2:17][CH2:18][CH2:19][CH2:20][O:13][CH2:12][CH2:11][O:10][CH2:9][CH2:8][C:3]1[CH:4]=[CH:5][CH:6]=[CH:7][N:2]=1 |f:0.1,3.4|. Procedure details: A mixture of 2-[2-(2-pyridinyl)ethoxy]ethanol hydrochloride (1.55 g), 1,6-dibromohexane (5.94 g), TAB (0.5 g) and 50% sodium hydroxide (15 ml) was stirred at room temperature under nitrogen for 5 h. The mixture was diluted with water (100 ml), extracted with diethyl ether (2×150 ml) and evaporated in vacuo to give an oil. The residual oil was partitioned between 2N hydrochloric acid (100 ml) and hexane (2×100 ml). The aqueous phase was basified to pH12 with 50% sodium hydroxide, extracted with d... Starting materials: CCCCCCC(=O)Cl, COc1ccc2c(c1)N(CCCN1CCC(CCO)CC1)c1cccc(S(=O)(=O)N(C)C)c1S2, CCOC(C)=O, Cc1ccccc1, [Na+], [Na+], O=C([O-])[O-], O. Product: CCCCCCC(=O)OCCC1CCN(CCCN2c3cc(OC)ccc3Sc3c2cccc3S(=O)(=O)N(C)C)CC1. RXN SMILES: [C:35]([CH2:36][CH2:37][CH2:38][CH2:39][CH2:40][CH3:41])(=[O:42])[Cl:43].[CH3:1][O:2][c:3]1[cH:4][c:5]2[c:14]([cH:15][cH:16]1)[S:13][c:12]1[c:7]([cH:8][cH:9][cH:10][c:11]1[S:17]([N:18]([CH3:19])[CH3:20])(=[O:21])=[O:22])[N:6]2[CH2:23][CH2:24][CH2:25][N:26]1[CH2:27][CH2:28][CH:29]([CH2:32][CH2:33][OH:34])[CH2:30][CH2:31]1.[CH3:44][CH2:45][O:46][C:47](=[O:48])[CH3:49].[CH3:56][c:57]1[cH:58][cH:59][cH:60][cH:61][cH:62]1.[Na+:50].[Na+:51].[O-:52][C:53](=[O:54])[O-:55].[OH2:63]>>[CH3:1][O:2][c:3]1[cH:4][c:5]2[c:14]([cH:15][cH:16]1)[S:13][c:12]1[c:7]([cH:8][cH:9][cH:10][c:11]1[S:17]([N:18]([CH3:19])[CH3:20])(=[O:21])=[O:22])[N:6]2[CH2:23][CH2:24][CH2:25][N:26]1[CH2:27][CH2:28][CH:29]([CH2:32][CH2:33][O:34][C:35]([CH2:36][CH2:37][CH2:38][CH2:39][CH2:40][CH3:41])=[O:42])[CH2:30][CH2:31]1. Starting materials: FC1=CC=C2CC(\C(\C2=C1)=C/C(=O)N)O ((Z)-2-(6-fluoro-2-hydroxy-1-indanylidene)acetamide), CO (methanol), quartz. Solvent: ClCCl (dichloromethane). Yields the product FC1=CC=C2CC(\C(\C2=C1)=C\C(=O)N)O ((E)-2-(6-fluoro-2-hydroxy-1-indanylidene)acetamide). The yield is 24.3%. As a reaction SMILES: [F:1][C:2]1[CH:10]=[C:9]2[C:5]([CH2:6][CH:7]([OH:15])/[C:8]/2=[CH:11]\[C:12]([NH2:14])=[O:13])=[CH:4][CH:3]=1.CO>ClCCl>[F:1][C:2]1[CH:10]=[C:9]2[C:5]([CH2:6][CH:7]([OH:15])/[C:8]/2=[CH:11]/[C:12]([NH2:14])=[O:13])=[CH:4][CH:3]=1. Procedure details: A solution of (Z)-2-(6-fluoro-2-hydroxy-1-indanylidene)acetamide (5.456 g, 0.026 mol) in dichloromethane:methanol/9:1 (1000 ml) was irradiated by an Canrad-Hanovia quartz, mecury-vapor photochemical immersion lamp, 450 wattts (Ace Glass, 7825-35) for 1h. The volitiles were removed by spin evaporation in vacuo to give a light brown solid residue. This residue was chromatographed on Silica Gel 60 using a step gradient going from ethyl acetate:hexanes/1:1 to ethyl acetate:ethanol/1:1. Fractions con... The reactants are CC(=O)O, CCc1cc(Oc2cccc(N)c2)ccc1Cl, CC(Cl)Cl, Cl, O=Cc1cccc(OC(F)(F)C(F)F)c1, [Na+], [OH-]. The product is CCc1cc(Oc2cccc(NCc3cccc(OC(F)(F)C(F)F)c3)c2)ccc1Cl. RXN SMILES: [CH3:33][C:34](=[O:35])[OH:36].[Cl:1][c:2]1[c:3]([CH2:16][CH3:17])[cH:4][c:5]([O:6][c:7]2[cH:8][c:9]([NH2:10])[cH:11][cH:12][cH:13]2)[cH:14][cH:15]1.[Cl:40][CH:41]([Cl:42])[CH3:43].[ClH:37].[F:18][C:19]([CH:20]([F:21])[F:22])([O:23][c:24]1[cH:25][c:26]([CH:27]=[O:28])[cH:29][cH:30][cH:31]1)[F:32].[Na+:39].[OH-:38]>>[Cl:1][c:2]1[c:3]([CH2:16][CH3:17])[cH:4][c:5]([O:6][c:7]2[cH:8][c:9]([NH:10][CH2:27][c:26]3[cH:25][c:24]([O:23][C:19]([F:18])([CH:20]([F:21])[F:22])[F:32])[cH:31][cH:30][cH:29]3)[cH:11][cH:12][cH:13]2)[cH:14][cH:15]1.